From a dataset of the Open Reaction Database (ORD), a public repository of structured organic reaction records. describe an organic reaction: reactants, conditions, products, and yield Starting materials: OO (H2O2), Cl (HCl), Na2WO4, O (H2O), CSC1=CC=C(N)C=C1 (4-methylthioaniline). Reagents/catalysts: C(C)(=O)O (acetic acid). The solvent is C(Cl)(Cl)Cl (CHCl3). Run at temperature 65 celsius, time 1.5 hour. Product: CS(=O)(=O)C1=CC=C(N)C=C1 (4-Methylsulfonylaniline). Yield: 75.0%. Reaction SMILES: [OH2:1].[CH3:2][S:3][C:4]1[CH:10]=[CH:9][C:7]([NH2:8])=[CH:6][CH:5]=1.[OH:11]O.Cl>C(O)(=O)C.C(Cl)(Cl)Cl>[CH3:2][S:3]([C:4]1[CH:10]=[CH:9][C:7]([NH2:8])=[CH:6][CH:5]=1)(=[O:11])=[O:1]. Procedure: 67 mg of Na2WO4, 8 drops of acetic acid and 19 mL of H2O were placed in a flask and the mixture was heated to 65° C. 19 mL (153 mmol) of 4-methylthioaniline was added followed by 34.5 mL (337 mmol) of H2O2 dropwise. The mixture was stirred at 65° C. for 1.5 h and, after cooling, 800 mL of 1N HCl and 500 mL of CHCl3 was added. The layers were separated and the aqueous phase was washed with more CHCl3. The aqueous phase was basified with 25% NaOH and extracted with CHCl3. The organic phase was was... Yield: 100.9%. Run in C1(=CC=CC=C1)C (toluene). Reaction conditions: temperature 90 celsius. RXN SMILES: Br[C:2]1[CH:7]=[CH:6][C:5]([CH:8]2[O:13][CH2:12][CH2:11][N:10]([C:14]([O:16][C:17]([CH3:20])([CH3:19])[CH3:18])=[O:15])[CH2:9]2)=[CH:4][C:3]=1[Cl:21].[C:22](=[NH:35])([C:29]1[CH:34]=[CH:33][CH:32]=[CH:31][CH:30]=1)[C:23]1[CH:28]=[CH:27][CH:26]=[CH:25][CH:24]=1.CC(C)([O-])C.[Na+]>C1(C)C=CC=CC=1>[Cl:21][C:3]1[CH:4]=[C:5]([CH:8]2[O:13][CH2:12][CH2:11][N:10]([C:14]([O:16][C:17]([CH3:20])([CH3:19])[CH3:18])=[O:15])[CH2:9]2)[CH:6]=[CH:7][C:2]=1[N:35]=[C:22]([C:23]1[CH:28]=[CH:27][CH:26]=[CH:25][CH:24]=1)[C:29]1[CH:34]=[CH:33][CH:32]=[CH:31][CH:30]=1 |f:2.3|. Procedure details: To a stirred solution of tert-butyl (RS)-2-(4-bromo-3-chlorophenyl)morpholine-4-carboxylate (0.50 g) and benzophenone imine (253 mg) in toluene (5 ml) was added sodium tert-butoxide (204 mg). The reaction mixture was purged with argon for 10 min. (R)-(+)-2,2′-Bis(diphenylphosphino)-1,1′-binaphthyl (82.7 mg) and tris(dibenzylideneacetone)dipalladium(0) (36.5 mg) were added and the reaction mixture was heated at 90° C. overnight. The reaction mixture was poured into EtOAc and extracted sequentiall... Product: ClC=1C=C(C=CC1N=C(C1=CC=CC=C1)C1=CC=CC=C1)C1CN(CCO1)C(=O)OC(C)(C)C (tert-butyl (RS)-2-(3-chloro-4-(diphenylmethyleneamino)phenyl)morpholine-4-carboxylate). The reactants are BrC1=C(C=C(C=C1)C1CN(CCO1)C(=O)OC(C)(C)C)Cl (tert-butyl (RS)-2-(4-bromo-3-chlorophenyl)morpholine-4-carboxylate), C(C1=CC=CC=C1)(C1=CC=CC=C1)=N (benzophenone imine), CC(C)([O-])C.[Na+] (sodium tert-butoxide).